Dataset: the Open Reaction Database (ORD), a public repository of structured organic reaction records. Task: describe an organic reaction: reactants, conditions, products, and yield The reactants are [C-]#N.[K+] (potassium cyanide), ClCCC1CC=2C(=C3C=CC(NC3=C(C2)C)=O)O1 (2-(2-Chloroethyl)-5-methyl-2,3,6,7-tetrahydrofuro[2,3-f]quinoline-7-one), O (Water). The solvent is CN(C=O)C (dimethylformamide). Reaction conditions: temperature 100 celsius, time 3 hour. Yields the product C(#N)CCC1CC=2C(=C3C=CC(NC3=C(C2)C)=O)O1 (2-(2-cyanoethyl)-5-methyl-2,3,6,7-tetrahydrofuro[2,3-f]quinoline-7-one). Yield: 96.8%. As a reaction SMILES: Cl[CH2:2][CH2:3][CH:4]1[O:18][C:7]2=[C:8]3[C:13](=[C:14]([CH3:16])[CH:15]=[C:6]2[CH2:5]1)[NH:12][C:11](=[O:17])[CH:10]=[CH:9]3.[C-:19]#[N:20].[K+].O>CN(C)C=O>[C:19]([CH2:2][CH2:3][CH:4]1[O:18][C:7]2=[C:8]3[C:13](=[C:14]([CH3:16])[CH:15]=[C:6]2[CH2:5]1)[NH:12][C:11](=[O:17])[CH:10]=[CH:9]3)#[N:20] |f:1.2|. Procedure details: 2-(2-Chloroethyl)-5-methyl-2,3,6,7-tetrahydrofuro[2,3-f]quinoline-7-one (1.5 g) was dissolved in dimethylformamide (50 ml). To the solution, potassium cyanide (2.0 g) was added and stirred at 100° C. for three hours. After the reaction was completed, the reaction liquid was condensed under reduced pressure. Water was added thereto and extraction was performed with chloroform. The chloroform phase was dried and condensed under reduced pressure. The residue was recrystallized from a solvent mixtur... Reactants: C(C)(C)N(CC)C(C)C (diisopropylethylamine), C(#N)[BH3-] (cyanoborohydride), Cl.N1(CCNCC1)C1=CC=C(C#N)C=C1 (4-piperazin-1-ylbenzonitrile hydrochloride), C1(=CC=CC=C1)C(=CC=O)C1=CC=CC=C1 (3,3-diphenylacrylaldehyde). RXN SMILES: Cl.[N:2]1([C:8]2[CH:15]=[CH:14][C:11]([C:12]#[N:13])=[CH:10][CH:9]=2)[CH2:7][CH2:6][NH:5][CH2:4][CH2:3]1.[C:16]1([C:22]([C:26]2[CH:31]=[CH:30][CH:29]=[CH:28][CH:27]=2)=[CH:23][CH:24]=O)[CH:21]=[CH:20][CH:19]=[CH:18][CH:17]=1.C(N(C(C)C)CC)(C)C.C([BH3-])#N>ClCCl.CO>[C:16]1([C:22]([C:26]2[CH:27]=[CH:28][CH:29]=[CH:30][CH:31]=2)=[CH:23][CH2:24][N:5]2[CH2:6][CH2:7][N:2]([C:8]3[CH:9]=[CH:10][C:11]([C:12]#[N:13])=[CH:14][CH:15]=3)[CH2:3][CH2:4]2)[CH:21]=[CH:20][CH:19]=[CH:18][CH:17]=1 |f:0.1|. Reported procedure: A suspension of 4-piperazin-1-ylbenzonitrile hydrochloride (1.30 g, 5.00 mmol) and 3,3-diphenylacrylaldehyde (1.56 g, 7.50 mmol)) in dichloromethane (10 mL) and methanol (10 mL) was neutralized to pH 5 with diisopropylethylamine, treated with polymer-supported cyanoborohydride (2.47 mmol/g, 6 g, 14.82 mmol), shaken at room temperature for 24 hours, and filtered. The resin was washed with 1:1 dichloromethane/methanol (10 mL×3) and the combined filtrates were concentrated. The concentrate was puri... The yield is 84.3%. Solvent: ClCCl (dichloromethane), CO (methanol). Product: C1(=CC=CC=C1)C(=CCN1CCN(CC1)C1=CC=C(C#N)C=C1)C1=CC=CC=C1 (4-(4-(3,3-diphenyl-2-propenyl)-1-piperazinyl)benzonitrile). Conditions: time 24 hour.